This data is from the Open Reaction Database (ORD), a public repository of structured organic reaction records. The task is: describe an organic reaction: reactants, conditions, products, and yield Reactants: [Si](C)(C)(C(C)(C)C)O[C@@H]1CC[C@H](CC1)C[C@@H](CN(C)C(=O)OCC1=CC=CC=C1)NC(OC(C)(C)C)=O (tert-Butyl (S)-1-(trans-4-(t-butyldimethylsilyloxy)cyclohexyl)-3-(N-(benzyloxycarbonyl)-N-methylamino)propan-2-ylcarbamate), [N+](CCCC)(CCCC)(CCCC)CCCC.[F-].C1CCOC1 (nBu4NF THF). Solvent: O (Water). Product: O[C@@H]1CC[C@H](CC1)C[C@@H](CN(C)C(=O)OCC1=CC=CC=C1)NC(OC(C)(C)C)=O (tert-butyl (S)-1-(trans-4-hydroxycyclohexyl)-3-(N-(benzyloxycarbonyl)-N-methylamino)propan-2-ylcarbamate). Yield: 62.9%. RXN SMILES: [Si]([O:8][C@H:9]1[CH2:14][CH2:13][C@H:12]([CH2:15][C@H:16]([NH:30][C:31](=[O:37])[O:32][C:33]([CH3:36])([CH3:35])[CH3:34])[CH2:17][N:18]([C:20]([O:22][CH2:23][C:24]2[CH:29]=[CH:28][CH:27]=[CH:26][CH:25]=2)=[O:21])[CH3:19])[CH2:11][CH2:10]1)(C(C)(C)C)(C)C.[N+](CCCC)(CCCC)(CCCC)CCCC.[F-].C1COCC1>O>[OH:8][C@H:9]1[CH2:14][CH2:13][C@H:12]([CH2:15][C@H:16]([NH:30][C:31](=[O:37])[O:32][C:33]([CH3:35])([CH3:34])[CH3:36])[CH2:17][N:18]([C:20]([O:22][CH2:23][C:24]2[CH:25]=[CH:26][CH:27]=[CH:28][CH:29]=2)=[O:21])[CH3:19])[CH2:11][CH2:10]1 |f:1.2.3|. Procedure: tert-Butyl (S)-1-(trans-4-(t-butyldimethylsilyloxy)cyclohexyl)-3-(N-(benzyloxycarbonyl)-N-methylamino)propan-2-ylcarbamate (18 g, 34 mmol) was treated with 4 M nBu4NF/THF (50 mL) at 50° C. for 6 h. Water (30 mL) was added and the mixture was extracted with EtOAc (3×100 mL). The combined organic layers were washed with brine, dried over MgSO4 and evaporated to give crude tert-butyl (S)-1-(trans-4-hydroxycyclohexyl)-3-(N-(benzyloxycarbonyl)-N-methylamino)propan-2-ylcarbamate (9 g, 64%) that was pu...